Dataset: the Open Reaction Database (ORD), a public repository of structured organic reaction records. Task: describe an organic reaction: reactants, conditions, products, and yield Reactants: C(#N)CC(=O)OC(C)(C)C (t-butyl cyanoacetate), C1=CC=CC=C1 (benzene), C=O (paraformaldehyde), Cl.N1CCCCC1 (piperidine hydrochloride). Solvent: O (water), C(C)(=O)O (acetic acid), O (water). Yields the product C(#N)C(C(=O)OC(C)(C)C)=C (t-Butyl α-cyanoacrylate). As a reaction SMILES: [C:1]([CH2:3][C:4]([O:6][C:7]([CH3:10])([CH3:9])[CH3:8])=[O:5])#[N:2].[CH:11]1C=CC=CC=1.C=O.Cl.N1CCCCC1>O.C(O)(=O)C>[C:1]([C:3](=[CH2:11])[C:4]([O:6][C:7]([CH3:10])([CH3:9])[CH3:8])=[O:5])#[N:2] |f:3.4|. Procedure: 41.6 g of phosphorus pentachloride was dispersed in 150 ml of ether and then, while stirring and cooling in an ice-water bath, there was added dropwise, from a dropping funnel, a solution of 17 g of cyanoacetic acid dissolved in 50 ml of ether. Directly after the completion of the dropwise addition, the ether and phosphorus oxychloride were driven off with an evaporator and 150 ml of tetrahydrofuran added to the residue. While stirring at 50° C., 15.6 g of t-butanol was added dropwise. Following... The reactants are BrCCC=1C(=C(C=CC1)Br)Br (2-bromoethyl-dibromobenzene), [OH-].[Na+] (sodium hydroxide), [Br-].C(C)[N+](CCCCC)(CC)CC (triethylpentyl ammonium bromide). The solvent is C(Cl)Cl (methylene chloride). The product is BrC(=CC1=CC=CC=C1)Br (Dibromostyrene). Reaction SMILES: [Br:1][CH2:2][CH2:3][C:4]1[C:5](Br)=[C:6](Br)[CH:7]=[CH:8][CH:9]=1.[OH-].[Na+].[Br-:14].C([N+](CC)(CC)CCCCC)C>C(Cl)Cl>[Br:1][C:2]([Br:14])=[CH:3][C:4]1[CH:5]=[CH:6][CH:7]=[CH:8][CH:9]=1 |f:1.2,3.4|. Procedure: A solution of 147.90 g. (0.431 mole) of 2-bromoethyl-dibromobenzene in 250 ml. of methylene chloride was stirred for 7 ks (2 hours) at 5 Hz (300 rpm) at 313 K. (40° C.) with 150 g (2.25 mole) of 60 percent sodium hydroxide solution and 3.12 g. (0.0124 mole) of triethylpentyl ammonium bromide. The product was washed with three 500-ml portions of water, dried over calcium sulfate (Drierite), and stripped of solvent in a rotary evaporator at a bath temperature of 323 K. (50° C.). The yield of produ... Reactants: BrC=1C=C(C(=C(C(=O)NCC=2C(NC(=CC2C)C)=O)C1)C)N(C1CCOCC1)CC (5-bromo-N-((4,6-dimethyl-2-oxo-1,2-dihydropyridin-3-yl)methyl)-3-(ethyl(tetrahydro-2H-pyran-4-yl)amino)-2-methylbenzamide), CC=1C=C(C=O)C=CC1B1OC(C(O1)(C)C)(C)C (3-methyl-4-(4,4,5,5-tetramethyl-1,3,2-dioxaborolan-2-yl)benzaldehyde), C(=O)([O-])[O-].[Na+].[Na+] (Na2CO3). Reagents/catalysts: C=1C=CC(=CC1)[P](C=2C=CC=CC2)(C=3C=CC=CC3)[Pd]([P](C=4C=CC=CC4)(C=5C=CC=CC5)C=6C=CC=CC6)([P](C=7C=CC=CC7)(C=8C=CC=CC8)C=9C=CC=CC9)[P](C=1C=CC=CC1)(C=1C=CC=CC1)C=1C=CC=CC1 (Pd(PPh3)4). The solvent is O (water), O1CCOCC1 (dioxane). Run at temperature 100 celsius. Yields the product CC1=C(C(NC(=C1)C)=O)CNC(=O)C=1C=C(C=C(C1C)N(C1CCOCC1)CC)C1=C(C=C(C=C1)C=O)C (N-((4,6-dimethyl-2-oxo-1,2-dihydropyridin-3-yl)methyl)-5-(ethyl(tetrahydro-2H-pyran-4-yl)amino)-4′-formyl-2′4-dimethyl-[1,1′-biphenyl]-3-carboxamide). The yield is 69.3%. RXN SMILES: Br[C:2]1[CH:3]=[C:4]([N:22]([CH2:29][CH3:30])[CH:23]2[CH2:28][CH2:27][O:26][CH2:25][CH2:24]2)[C:5]([CH3:21])=[C:6]([CH:20]=1)[C:7]([NH:9][CH2:10][C:11]1[C:12](=[O:19])[NH:13][C:14]([CH3:18])=[CH:15][C:16]=1[CH3:17])=[O:8].[CH3:31][C:32]1[CH:33]=[C:34]([CH:37]=[CH:38][C:39]=1B1OC(C)(C)C(C)(C)O1)[CH:35]=[O:36].C([O-])([O-])=O.[Na+].[Na+]>O1CCOCC1.O.C1C=CC([P]([Pd]([P](C2C=CC=CC=2)(C2C=CC=CC=2)C2C=CC=CC=2)([P](C2C=CC=CC=2)(C2C=CC=CC=2)C2C=CC=CC=2)[P](C2C=CC=CC=2)(C2C=CC=CC=2)C2C=CC=CC=2)(C2C=CC=CC=2)C2C=CC=CC=2)=CC=1>[CH3:17][C:16]1[CH:15]=[C:14]([CH3:18])[NH:13][C:12](=[O:19])[C:11]=1[CH2:10][NH:9][C:7]([C:6]1[CH:20]=[C:2]([C:39]2[CH:38]=[CH:37][C:34]([CH:35]=[O:36])=[CH:33][C:32]=2[CH3:31])[CH:3]=[C:4]([N:22]([CH2:29][CH3:30])[CH:23]2[CH2:28][CH2:27][O:26][CH2:25][CH2:24]2)[C:5]=1[CH3:21])=[O:8] |f:2.3.4,^1:65,67,86,105|. Procedure: To a stirred solution of 5-bromo-N-((4,6-dimethyl-2-oxo-1,2-dihydropyridin-3-yl)methyl)-3-(ethyl(tetrahydro-2H-pyran-4-yl)amino)-2-methylbenzamide (400 mg, 0.84 mmol) and 3-methyl-4-(4,4,5,5-tetramethyl-1,3,2-dioxaborolan-2-yl)benzaldehyde (310 mg, 1.26 mmol) in dioxane (2 mL), aqueous 2M Na2CO3 solution (1.5 mL, 3.03 mmol) was added and solution was purged with argon for 15 min. Then Pd(PPh3)4 (97 mg, 0.08 mmol) was added and argon was purged again for 15 min. Reaction mass was heated at 100° C...